Dataset: the Open Reaction Database (ORD), a public repository of structured organic reaction records. Task: describe an organic reaction: reactants, conditions, products, and yield Starting materials: NC=1C(=CC=C2CCNCC12)Cl (8-Amino-7-chloro-1,2,3,4-tetrahydroisoquinoline), C(C)(=O)OC(=C)C (isopropenyl acetate). The solvent is C(C)(=O)OCC (ethyl acetate). Yields the product C(C)(=O)N1CC2=C(C(=CC=C2CC1)Cl)N (2-acetyl-8-amino-7-chloro-1,2,3,4-tetrahydroisoquinoline). As a reaction SMILES: [NH2:1][C:2]1[C:3]([Cl:12])=[CH:4][CH:5]=[C:6]2[C:11]=1[CH2:10][NH:9][CH2:8][CH2:7]2.[C:13](OC(C)=C)(=[O:15])[CH3:14]>C(OCC)(=O)C>[C:13]([N:9]1[CH2:8][CH2:7][C:6]2[C:11](=[C:2]([NH2:1])[C:3]([Cl:12])=[CH:4][CH:5]=2)[CH2:10]1)(=[O:15])[CH3:14]. Procedure: 8-Amino-7-chloro-1,2,3,4-tetrahydroisoquinoline, prepared as in Example 12, is treated with one molar equivalent of isopropenyl acetate in refluxing ethyl acetate for 16 hours. The solvent is evaporated and the residue crystallized from benzene to yield 2-acetyl-8-amino-7-chloro-1,2,3,4-tetrahydroisoquinoline. Reactants: ClC1=NC(=NC=C1C(=O)OCC)SC (ethyl 4-chloro-2-(methylsulfanyl)pyrimidine-5-carboxylate), CCN(C(C)C)C(C)C (DIPEA), CN1N=C(C=C1)N (1-methyl-1H-pyrazol-3-amine). The solvent is C1CCOC1 (THF). The product is CN1N=C(C=C1)NC1=NC(=NC=C1C(=O)OCC)SC (Ethyl 4-[(1-methyl-1H-pyrazol-3-yl)amino]-2-(methylsulfanyl)pyrimidine-5-carboxylate). Isolated yield 81.3%. RXN SMILES: Cl[C:2]1[C:7]([C:8]([O:10][CH2:11][CH3:12])=[O:9])=[CH:6][N:5]=[C:4]([S:13][CH3:14])[N:3]=1.CCN(C(C)C)C(C)C.[CH3:24][N:25]1[CH:29]=[CH:28][C:27]([NH2:30])=[N:26]1>C1COCC1>[CH3:24][N:25]1[CH:29]=[CH:28][C:27]([NH:30][C:2]2[C:7]([C:8]([O:10][CH2:11][CH3:12])=[O:9])=[CH:6][N:5]=[C:4]([S:13][CH3:14])[N:3]=2)=[N:26]1. Reported procedure: To a solution of 800 mg of ethyl 4-chloro-2-(methylsulfanyl)pyrimidine-5-carboxylate in 20 mL of THF, 890 mg of DIPEA and 368 mg of 1-methyl-1H-pyrazol-3-amine were added, and the resulting mixture was stirred under reflux for 2 hours, and then, the solvent was distilled off. The thus obtained crude product was purified by silica gel column chromatography, whereby 820 mg the title compound was obtained.